describe an organic reaction: reactants, conditions, products, and yield From a dataset of the Open Reaction Database (ORD), a public repository of structured organic reaction records. Starting materials: C=CCCCCCCCCCCCC (Tetradecene), CN(C=O)C (dimethylformamide), O=O (oxygen), [N+](=O)([N+](=O)[O-])[O-] (dinitrogen tetroxide), O=O (oxygen), [O-2].[Ca+2] (Calcium oxide). The solvent is C1=CC=CC=C1 (benzene). Reaction conditions: time 30 minute. The product is C(CCCCCCCCCCCC)(=O)O (tridecanoic acid). Isolated yield 92.4%. As a reaction SMILES: [CH2:1]=[CH:2][CH2:3][CH2:4][CH2:5][CH2:6][CH2:7][CH2:8][CH2:9][CH2:10][CH2:11][CH2:12]CC.CN(C)[CH:17]=[O:18].[N+]([O-])([N+]([O-])=O)=[O:21].O=O.[O-2].[Ca+2]>C1C=CC=CC=1>[C:17]([OH:18])(=[O:21])[CH2:1][CH2:2][CH2:3][CH2:4][CH2:5][CH2:6][CH2:7][CH2:8][CH2:9][CH2:10][CH2:11][CH3:12] |f:4.5|. Reported procedure: Tetradecene (19.8 grams, 0.1 mole) and dimethylformamide (20 milliliters, 0.26 mole) dissolved in 100 milliliters of benzene were treated with a 1:6 volume to volume ratio mixture of dinitrogen tetroxide (9.2 grams, 0.1 mole) and oxygen at 10° C. over a period of four hours and the mixture was swept with oxygen for an additional 15 minutes. Calcium oxide (5.6 grams, 0.1 mole) was added to the cooled stirred mixture and after 30 minutes, the solid material (37.6 grams) was separated by filtration... The reactants are C(C)N(CC)S(F)(F)F (DAST), COC(C(CO)NC(CC1=CC=C(C=C1)OC)=O)=O (3-hydroxy-2-[2-(4-methoxy-phenyl)-acetylamino]-propanoic acid methyl ester), C(Cl)(Cl)(Cl)Br (CCl3Br), C1CCC2=NCCCN2CC1 (DBU), C(=O)(O)[O-].[Na+] (NaHCO3). The solvent is ClCCl (dichloromethane). Reaction conditions: temperature -78 celsius, time 1 hour. Yields the product COC(=O)C=1N=C(OC1)CC1=CC=C(C=C1)OC (2-(4-Methoxy-benzyl)-oxazole-4-carboxylic acid methyl ester), solid. The yield is 21.0%. Reaction SMILES: C(N(S(F)(F)F)CC)C.[CH3:10][O:11][C:12](=[O:28])[CH:13]([NH:16][C:17](=[O:27])[CH2:18][C:19]1[CH:24]=[CH:23][C:22]([O:25][CH3:26])=[CH:21][CH:20]=1)[CH2:14]O.C(Br)(Cl)(Cl)Cl.C1CCN2C(=NCCC2)CC1.C([O-])(O)=O.[Na+]>ClCCl>[CH3:10][O:11][C:12]([C:13]1[N:16]=[C:17]([CH2:18][C:19]2[CH:24]=[CH:23][C:22]([O:25][CH3:26])=[CH:21][CH:20]=2)[O:27][CH:14]=1)=[O:28] |f:4.5|. Reported procedure: DAST (diethylaminosulfur trifluoride) was added to a cold (−78° C.) solution of 3-hydroxy-2-[2-(4-methoxy-phenyl)-acetylamino]-propanoic acid methyl ester (400 mg, 1.5 mmol) in dichloromethane (8 mL). After stirring for 1 h at −78° C., CCl3Br (149 μL, 1.5 mmol) and DBU (226 μL, 1.5 mmol) were added and the reaction was allowed to warm to 25° C. and stirred at this temperature for 12 h. The reaction was poured into saturated aqueous NaHCO3 and the biphasic mixture was extracted with DCM. The comb... The reactants are CCN(CC)C(=O)NC1CC2c3cccc4[nH]cc(c34)CC2N(C)C1, ClCCl, CC#N, O=S(=O)(Cl)Cl. The product is CCN(CC)C(=O)NC1CC2c3cccc4[nH]c(Cl)c(c34)CC2N(C)C1. RXN SMILES: [CH2:1]([CH3:2])[N:3]([C:4](=[O:5])[NH:6][CH:7]1[CH2:8][N:9]([CH3:23])[CH:10]2[CH2:11][c:12]3[cH:13][nH:14][c:15]4[cH:16][cH:17][cH:18][c:19]([c:22]34)[CH:20]2[CH2:21]1)[CH2:24][CH3:25].[CH2:34]([Cl:35])[Cl:36].[CH3:31][C:32]#[N:33].[S:26]([Cl:27])(=[O:28])([Cl:29])=[O:30]>>[CH2:1]([CH3:2])[N:3]([C:4](=[O:5])[NH:6][CH:7]1[CH2:8][N:9]([CH3:23])[CH:10]2[CH2:11][c:12]3[c:13]([Cl:29])[nH:14][c:15]4[cH:16][cH:17][cH:18][c:19]([c:22]34)[CH:20]2[CH2:21]1)[CH2:24][CH3:25]. Starting materials: O=C(O)/C=C/c1ccccc1, NCc1ccc2c(c1)OCO2. Reagents/catalysts: C1CCC(CC1)N=C=NC2CCCCC2 (DCC), CN1CCOCC1 (NMM), C1(=C(C(=C(C(=C1F)F)F)F)F)O (Pentafluorophenol). The solvent is CN(C)C=O (DMF), CN(C)C=O (DMF), CN(C)C=O (DMF), CN(C)C=O (DMF), CN(C)C=O (DMF), CN(C)C=O (DMF). Reaction conditions: temperature 25 celsius, time 2 hour. Yields the product O=C(/C=C/c1ccccc1)NCc1ccc2c(c1)OCO2. The yield is 65.8%. Reaction SMILES: NCc1ccc2c(c1)OCO2.O=C(O)/C=C/c1ccccc1.C1CCC(CC1)N=C=NC2CCCCC2.C1(=C(C(=C(C(=C1F)F)F)F)F)O.CN1CCOCC1.CN(C)C=O>>O=C(/C=C/c1ccccc1)NCc1ccc2c(c1)OCO2.